This data is from the Open Reaction Database (ORD), a public repository of structured organic reaction records. The task is: describe an organic reaction: reactants, conditions, products, and yield The reactants are ClC1=CC(=C(N=N1)C1=CC(=CC=C1)C(F)(F)F)C1=NC(=NC=C1)N[C@@H](C)C1=CC=CC=C1 ((s)-6-Chloro-4-[2-(1-phenylethylamino)pyrimidin-4-yl]-3-(3-trifluoromethyl-phenyl)pyridazine), C1(=CC=CC=C1)S (thiophenol), C(C)(C)N(CC)C(C)C (diisopropylethylamine). Solvent: C(C)(=O)OCC (ethyl acetate). Conditions: temperature 120 celsius. The product is C1(=CC=CC=C1)[C@H](C)NC1=NC=CC(=N1)C=1C=C(N=NC1C1=CC(=CC=C1)C(F)(F)F)SC1=CC=CC=C1 ((s)-5-[2-(1-Phenylethylamino)pyrimidin-4-yl]-3-(phenylsulfanyl)-6-(3-trifluoromethylphenyl)pyridazine). Yield: 51.0%. As a reaction SMILES: Cl[C:2]1[N:7]=[N:6][C:5]([C:8]2[CH:13]=[CH:12][CH:11]=[C:10]([C:14]([F:17])([F:16])[F:15])[CH:9]=2)=[C:4]([C:18]2[CH:23]=[CH:22][N:21]=[C:20]([NH:24][C@H:25]([C:27]3[CH:32]=[CH:31][CH:30]=[CH:29][CH:28]=3)[CH3:26])[N:19]=2)[CH:3]=1.[C:33]1([SH:39])[CH:38]=[CH:37][CH:36]=[CH:35][CH:34]=1.C(N(C(C)C)CC)(C)C>C(OCC)(=O)C>[C:27]1([C@@H:25]([NH:24][C:20]2[N:19]=[C:18]([C:4]3[CH:3]=[C:2]([S:39][C:33]4[CH:38]=[CH:37][CH:36]=[CH:35][CH:34]=4)[N:7]=[N:6][C:5]=3[C:8]3[CH:13]=[CH:12][CH:11]=[C:10]([C:14]([F:17])([F:16])[F:15])[CH:9]=3)[CH:23]=[CH:22][N:21]=2)[CH3:26])[CH:32]=[CH:31][CH:30]=[CH:29][CH:28]=1. Procedure: Compound 10 (100 mg, 0.220 mmol), thiophenol (˜200 μL), and diisopropylethylamine (100 mL) were combined under Ar and heated at 120° C. for 3 h. The mixture was purified by flash column chromatography (hexane:ethyl acetate 70:30) to afford a foam. Crystallization from hexane:ethyl acetate afforded 59 mg (0.112 mmol, 51%) of Compound 86. Yields the product Cc1nc(OCCCCO[Si](C)(C)C(C)(C)C)c([N+](=O)[O-])c(N2CCC(c3ccc(F)cc3)CC2)n1. Reactants: CC(C)(C)[Si](C)(C)OCCCCCl, O=C([O-])[O-], CN(C)C=O, Cc1nc(N2CCC(c3ccc(F)cc3)CC2)c([N+](=O)[O-])c(=O)[nH]1, [K+], [K+]. As a reaction SMILES: [C:25]([CH3:26])([CH3:27])([CH3:28])[Si:29]([CH3:30])([CH3:31])[O:32][CH2:33][CH2:34][CH2:35][CH2:36][Cl:37].[C:38](=[O:39])([O-:40])[O-:41].[CH3:44][N:45]([CH3:46])[CH:47]=[O:48].[F:1][c:2]1[cH:3][cH:4][c:5]([CH:8]2[CH2:9][CH2:10][N:11]([c:14]3[c:15]([N+:22](=[O:23])[O-:24])[c:16](=[O:21])[nH:17][c:18]([CH3:20])[n:19]3)[CH2:12][CH2:13]2)[cH:6][cH:7]1.[K+:42].[K+:43]>>[F:1][c:2]1[cH:3][cH:4][c:5]([CH:8]2[CH2:9][CH2:10][N:11]([c:14]3[c:15]([N+:22](=[O:23])[O-:24])[c:16]([O:21][CH2:36][CH2:35][CH2:34][CH2:33][O:32][Si:29]([C:25]([CH3:26])([CH3:27])[CH3:28])([CH3:30])[CH3:31])[n:17][c:18]([CH3:20])[n:19]3)[CH2:12][CH2:13]2)[cH:6][cH:7]1. Reactants: CC(=O)O (AcOH), COC(CCCN1[C@@H](CCC1)COC1=CC=C(C=C1)CC1=CC=CC=C1)=O (4-[(S)-2-(4-benzyl-phenoxymethyl)-pyrrolidin-1-yl]-butyric acid methyl ester), [H-].C(C(C)C)[Al+]CC(C)C (diisobutylaluminum hydride). Run in C1(=CC=CC=C1)C (toluene), C1(=CC=CC=C1)C (toluene). The product is C(C1=CC=CC=C1)C1=CC=C(OC[C@H]2N(CCC2)CCCCO)C=C1 (4-[(S)-2-(4-Benzyl-phenoxymethyl)-pyrrolidin-1-yl]-butan-1-ol). The yield is 64.8%. Reaction SMILES: C[O:2][C:3](=O)[CH2:4][CH2:5][CH2:6][N:7]1[CH2:11][CH2:10][CH2:9][C@H:8]1[CH2:12][O:13][C:14]1[CH:19]=[CH:18][C:17]([CH2:20][C:21]2[CH:26]=[CH:25][CH:24]=[CH:23][CH:22]=2)=[CH:16][CH:15]=1.[H-].C([Al+]CC(C)C)C(C)C.CC(O)=O>C1(C)C=CC=CC=1>[CH2:20]([C:17]1[CH:18]=[CH:19][C:14]([O:13][CH2:12][C@@H:8]2[CH2:9][CH2:10][CH2:11][N:7]2[CH2:6][CH2:5][CH2:4][CH2:3][OH:2])=[CH:15][CH:16]=1)[C:21]1[CH:22]=[CH:23][CH:24]=[CH:25][CH:26]=1 |f:1.2|. Procedure: To a solution of 4-[(S)-2-(4-benzyl-phenoxymethyl)-pyrrolidin-1-yl]-butyric acid methyl ester (0.37 g, 1 mmol) in toluene (2 mL) was added 1.5M diisobutylaluminum hydride in toluene (2 mL, 3 mmol) at −60° C. and then stirred the reaction at −30 to −20° C. for 2 h, followed by addition of 15% AcOH dropwise. The reaction was stirred at room temperature for 30 minutes and formed white solid was filtered and washed with acetone. The filtrate was concentrated in vacuo to yield the title compound as a... Yields the product ClC1=C2CCN(C2=CC=C1)C(CC1=NC(=CC(N1C1CC1)=O)N1CCOCC1)=O (2-[2-(4-chloro-2,3-dihydro-1H-indol-1-yl)-2-oxoethyl]-3-cyclopropyl-6-(morpholin-4-yl)pyrimidin-4(3H)-one). Starting materials: CO (methanol), C1(CC1)N1C(=NC(=CC1=O)N1CCOCC1)CC(=O)OCC (ethyl (1-cyclopropyl-4-morpholin-4-yl-6-oxo-1,6-dihydropyrimidin-2-yl)acetate), solution, C[Al](C)C (trimethylaluminum), ClC1=C2CCNC2=CC=C1 (4-chloroindoline). Procedure details: 2 ml of toluene, 90 mg of ethyl (1-cyclopropyl-4-morpholin-4-yl-6-oxo-1,6-dihydropyrimidin-2-yl)acetate and, finally, dropwise, 0.55 ml of a 2M solution of trimethylaluminum in toluene are successively added to a solution of 113 mg of 4-chloroindoline in 4 ml of tetrahydrofuran. The reaction mixture is heated at 90° C. for 4 hours, and then cooled to ambient temperature, and 5 ml of methanol are added. After the addition of 10 g of silica, the reaction mixture is concentrated under reduced press... The solvent is C1(=CC=CC=C1)C (toluene), O1CCCC1 (tetrahydrofuran), C1(=CC=CC=C1)C (toluene). Yield: 32.1%. Conditions: temperature 90 celsius. RXN SMILES: [CH:1]1([N:4]2[C:9](=[O:10])[CH:8]=[C:7]([N:11]3[CH2:16][CH2:15][O:14][CH2:13][CH2:12]3)[N:6]=[C:5]2[CH2:17][C:18]([O:20]CC)=O)[CH2:3][CH2:2]1.C[Al](C)C.[Cl:27][C:28]1[CH:36]=[CH:35][CH:34]=[C:33]2[C:29]=1[CH2:30][CH2:31][NH:32]2.CO>C1(C)C=CC=CC=1.O1CCCC1>[Cl:27][C:28]1[CH:36]=[CH:35][CH:34]=[C:33]2[C:29]=1[CH2:30][CH2:31][N:32]2[C:18](=[O:20])[CH2:17][C:5]1[N:4]([CH:1]2[CH2:3][CH2:2]2)[C:9](=[O:10])[CH:8]=[C:7]([N:11]2[CH2:16][CH2:15][O:14][CH2:13][CH2:12]2)[N:6]=1. Reactants: CCOC(C)=O, N#Cc1cccc(F)c1, [K+], [K+], O=C([O-])[O-], CN(C)C=O, O, c1ccc(-c2cc[nH]n2)nc1. Product: N#Cc1cccc(-n2ccc(-c3ccccn3)n2)c1. As a reaction SMILES: [CH3:33][CH2:34][O:35][C:36]([CH3:37])=[O:38].[F:12][c:13]1[cH:14][c:15]([C:16]#[N:17])[cH:18][cH:19][cH:20]1.[K+:21].[K+:22].[O-:23][C:24]([O-:25])=[O:26].[O:28]=[CH:29][N:30]([CH3:31])[CH3:32].[OH2:27].[nH:1]1[n:2][c:3](-[c:6]2[n:7][cH:8][cH:9][cH:10][cH:11]2)[cH:4][cH:5]1>>[n:1]1(-[c:13]2[cH:14][c:15]([C:16]#[N:17])[cH:18][cH:19][cH:20]2)[n:2][c:3](-[c:6]2[n:7][cH:8][cH:9][cH:10][cH:11]2)[cH:4][cH:5]1. Starting materials: COCCOCCBr, O=C([O-])[O-], CN(C)C=O, [K+], [K+], O, COc1cc(O)c(C=O)cc1-c1cccs1. Yields the product COCCOCCOc1cc(OC)c(-c2cccs2)cc1C=O. Reaction SMILES: [Br:23][CH2:24][CH2:25][O:26][CH2:27][CH2:28][O:29][CH3:30].[C:17](=[O:18])([O-:19])[O-:20].[CH3:31][N:32]([CH3:33])[CH:34]=[O:35].[K+:21].[K+:22].[OH2:36].[OH:1][c:2]1[c:3]([CH:4]=[O:5])[cH:6][c:7](-[c:12]2[s:13][cH:14][cH:15][cH:16]2)[c:8]([O:10][CH3:11])[cH:9]1>>[O:1]([c:2]1[c:3]([CH:4]=[O:5])[cH:6][c:7](-[c:12]2[s:13][cH:14][cH:15][cH:16]2)[c:8]([O:10][CH3:11])[cH:9]1)[CH2:24][CH2:25][O:26][CH2:27][CH2:28][O:29][CH3:30].